Dataset: the Open Reaction Database (ORD), a public repository of structured organic reaction records. Task: describe an organic reaction: reactants, conditions, products, and yield Yield: 20.4%. Procedure: A solution of 5-[[5-[4-(1-cyclohexyl-1H-tetrazol-5-yl)butoxy]-2-nitrophenyl]methylene-2,4-imidazolidinedione (12 g, 26 mmol) in dimethylformamide (200 mL) was hydrogenated at 55 p.s.i. over 10% palladium on charcoal (1.2 g) in a low pressure hydrogenation apparatus. After 40 hours, the mixture was filtered through kieselguhr, the solvent evaporated and the residue suspended in refluxing methanol. Iodine (6.69 g, 26 mmol) was added portionwise over 4 minutes, reflux continued for 10 minutes, and ... The reagents and catalysts are [Pd] (palladium on charcoal). Reaction conditions: time 40 hour. RXN SMILES: [CH:1]1([N:7]2[C:11]([CH2:12][CH2:13][CH2:14][CH2:15][O:16][C:17]3[CH:18]=[CH:19][C:20]([N+:31]([O-])=O)=[C:21]([CH:23]=[C:24]4[NH:28][C:27](=[O:29])[NH:26][C:25]4=O)[CH:22]=3)=[N:10][N:9]=[N:8]2)[CH2:6][CH2:5][CH2:4][CH2:3][CH2:2]1.II>CN(C)C=O.[Pd]>[CH:1]1([N:7]2[C:11]([CH2:12][CH2:13][CH2:14][CH2:15][O:16][C:17]3[CH:18]=[CH:19][C:20]4[N:31]=[C:25]5[NH:26][C:27](=[O:29])[NH:28][C:24]5=[CH:23][C:21]=4[CH:22]=3)=[N:10][N:9]=[N:8]2)[CH2:2][CH2:3][CH2:4][CH2:5][CH2:6]1. The solvent is CN(C=O)C (dimethylformamide). Reactants: C1(CCCCC1)N1N=NN=C1CCCCOC=1C=CC(=C(C1)C=C1C(NC(N1)=O)=O)[N+](=O)[O-] ([5-[4-(1-cyclohexyl-1H-tetrazol-5-yl)butoxy]-2-nitrophenyl]methylene-2,4-imidazolidinedione), II (Iodine). Product: hydrochloride salt, C1(CCCCC1)N1N=NN=C1CCCCOC1=CC=2C=C3C(=NC2C=C1)NC(N3)=O (7-[4-(1-cyclohexyl-1H-tetrazol-5-yl)butoxy]-1,3-dihydro-2H-imidazo[4,5-b]quinolin-2-one). The reactants are ClC1=CC=C(C=C1)C(CCN(CCCCCCCCN)C)C1=NC=CC=C1 (N-[3-(4-chlorophenyl)-3-(2-pyridyl)propyl]-N-methyl-1,8-octanediamine), C(=O)(N1C=NC=C1)N1C=NC=C1 (1,1'-carbonyldiimidazole), N(C(=N)N)C=1SC=C(N1)CSCCN (2-[[(2-guanidino-4-thiazolyl)methyl]thio]ethaneamine). Solvent: C(C)(=O)OCC.CO (ethyl acetate methanol). Yields the product ClC1=CC=C(C=C1)C(CCN(C)CCCCCCCCNC(=O)NCCSCC=1N=C(SC1)NC(=N)N)C1=NC=CC=C1 (N-[8-[N-[3-(4-chlorophenyl)-3-(2-pyridyl)propyl]-N-methylamino]octyl]-N'-[2-[[(2-guanidino-4-thiazolyl)methyl]thio]ethyl]urea). As a reaction SMILES: [Cl:1][C:2]1[CH:7]=[CH:6][C:5]([CH:8]([C:22]2[CH:27]=[CH:26][CH:25]=[CH:24][N:23]=2)[CH2:9][CH2:10][N:11]([CH3:21])[CH2:12][CH2:13][CH2:14][CH2:15][CH2:16][CH2:17][CH2:18][CH2:19][NH2:20])=[CH:4][CH:3]=1.[C:28](N1C=CN=C1)(N1C=CN=C1)=[O:29].[NH:40]([C:44]1[S:45][CH:46]=[C:47]([CH2:49][S:50][CH2:51][CH2:52][NH2:53])[N:48]=1)[C:41]([NH2:43])=[NH:42]>C(OCC)(=O)C.CO>[Cl:1][C:2]1[CH:7]=[CH:6][C:5]([CH:8]([C:22]2[CH:27]=[CH:26][CH:25]=[CH:24][N:23]=2)[CH2:9][CH2:10][N:11]([CH2:12][CH2:13][CH2:14][CH2:15][CH2:16][CH2:17][CH2:18][CH2:19][NH:20][C:28]([NH:53][CH2:52][CH2:51][S:50][CH2:49][C:47]2[N:48]=[C:44]([NH:40][C:41]([NH2:43])=[NH:42])[S:45][CH:46]=2)=[O:29])[CH3:21])=[CH:4][CH:3]=1 |f:3.4|. Reported procedure: Preparation is effected analogously to Example 63, using 0.6 g (1.6 mmol) of N-[3-(4-chlorophenyl)-3-(2-pyridyl)propyl]-N-methyl-1,8-octanediamine, an equimolar amount of 1,1'-carbonyldiimidazole and 0.4 g (1.7 mmol) of 2-[[(2-guanidino-4-thiazolyl)methyl]thio]ethaneamine as starting materials. Working up by chromatography (eluant: chloroform/methanol 9+1) analogously to Example 63 yields the purified title compound in the form of a dry foam; MS (+FAB method, DMSO/MNBA): m/z (rel. int.[%])=645 (... Starting materials: C(=O)[O-].[NH4+] (Ammonium formate), C(C1=CC=CC=C1)OC(=O)N1CCC(CC1)(C1=CC=CC=C1)CC(NCCC1=C(C=CC=C1)F)=O (4-{[2-(2-fluoro-phenyl)-ethylcarbamoyl]-methyl}-4-phenyl-piperidine-1-carboxylic acid benzyl ester). The reagents and catalysts are [Pd] (palladium/carbon). The solvent is CO (methanol). Conditions: time 4 hour. The product is FC1=C(C=CC=C1)CCNC(CC1(CCNCC1)C1=CC=CC=C1)=O (N-[2-(2-fluoro-phenyl)-ethyl]-2-(4-phenyl-piperidin-4-yl)-acetamide). Isolated yield 87.6%. RXN SMILES: C([O-])=O.[NH4+].C(OC([N:15]1[CH2:20][CH2:19][C:18]([CH2:27][C:28](=[O:39])[NH:29][CH2:30][CH2:31][C:32]2[CH:37]=[CH:36][CH:35]=[CH:34][C:33]=2[F:38])([C:21]2[CH:26]=[CH:25][CH:24]=[CH:23][CH:22]=2)[CH2:17][CH2:16]1)=O)C1C=CC=CC=1>CO.[Pd]>[F:38][C:33]1[CH:34]=[CH:35][CH:36]=[CH:37][C:32]=1[CH2:31][CH2:30][NH:29][C:28](=[O:39])[CH2:27][C:18]1([C:21]2[CH:26]=[CH:25][CH:24]=[CH:23][CH:22]=2)[CH2:19][CH2:20][NH:15][CH2:16][CH2:17]1 |f:0.1|. Procedure details: Ammonium formate (1.00 g) was added to a solution of 4-{[2-(2-fluoro-phenyl)-ethylcarbamoyl]-methyl}-4-phenyl-piperidine-1-carboxylic acid benzyl ester (0.520 g, 1.10 mmol) in methanol (50 mL) containing 10% palladium/carbon (0.500 g) and stirred for 4 h. The reaction mixture was filtered through celite and concentrated under reduced pressure. The crude product was taken up in 1M sodium hydroxide (100 mL) and extracted with ethyl acetate (3×50 mL). The organic layers were collected and concentra... Reactants: Cc1sc(N2CCOCC2)nc1CCOc1ccc(CCC(=O)OC(C)(C)C)c(CNC(=O)OC(C)C)c1, COc1ccccc1, ClCCl, O=C(O)C(F)(F)F. The product is Cc1sc(N2CCOCC2)nc1CCOc1ccc(CCC(=O)O)c(CNC(=O)OC(C)C)c1. Reaction SMILES: [C:1]([CH3:2])([CH3:3])([CH3:4])[O:5][C:6]([CH2:7][CH2:8][c:9]1[c:10]([CH2:30][NH:31][C:32](=[O:33])[O:34][CH:35]([CH3:36])[CH3:37])[cH:11][c:12]([O:15][CH2:16][CH2:17][c:18]2[n:19][c:20]([N:24]3[CH2:25][CH2:26][O:27][CH2:28][CH2:29]3)[s:21][c:22]2[CH3:23])[cH:13][cH:14]1)=[O:38].[CH3:39][O:40][c:41]1[cH:42][cH:43][cH:44][cH:45][cH:46]1.[Cl:54][CH2:55][Cl:56].[F:47][C:48]([F:49])([F:50])[C:51]([OH:52])=[O:53]>>[O:5]=[C:6]([CH2:7][CH2:8][c:9]1[c:10]([CH2:30][NH:31][C:32](=[O:33])[O:34][CH:35]([CH3:36])[CH3:37])[cH:11][c:12]([O:15][CH2:16][CH2:17][c:18]2[n:19][c:20]([N:24]3[CH2:25][CH2:26][O:27][CH2:28][CH2:29]3)[s:21][c:22]2[CH3:23])[cH:13][cH:14]1)[OH:38]. Starting materials: ( I ), CCO (EtOH), ClC1=C2C=CNC2=CC=C1 (4-chloroindole), C(C(=O)Cl)(=O)Cl (oxalyl chloride). Product: ClC1=C2C=C(NC2=CC=C1)C(C(=O)OCC)=O (ethyl 4-chloroindole glyoxalate). Reaction SMILES: [Cl:1][C:2]1[CH:10]=[CH:9][CH:8]=[C:7]2[C:3]=1[CH:4]=[CH:5][NH:6]2.[C:11](Cl)(=[O:15])[C:12](Cl)=[O:13].[CH3:17][CH2:18][OH:19]>>[Cl:1][C:2]1[CH:10]=[CH:9][CH:8]=[C:7]2[C:3]=1[CH:4]=[C:5]([C:11](=[O:15])[C:12]([O:19][CH2:18][CH3:17])=[O:13])[NH:6]2. Procedure details: Compounds of Formula (I) can be prepared by the reaction scheme depicted in FIG. 22. Acylation of 4-chloroindole (64) (oxalyl chloride, followed by an EtOH quench) provides an ethyl 4-chloroindole glyoxalate (65), which is reduced (e.g., LiAlH4) to the 4-chloroindole-3-ethanol (66). Substitution of the alcohol (66) is achieved using a suitable azide, such as Zn(N3)2, under Mitsunobu reaction conditions to provide (67). Malonate addition to (67) is accomplished as described by Kuehne J. Org. Chem... Starting materials: COC(=O)c1ccc2c(c1)CC(C)(C)C(c1ccc(NC(=O)C(C)C)cc1)N2, CO, [Na+], [OH-], O. The product is CC(C)C(=O)Nc1ccc(C2Nc3ccc(C(=O)O)cc3CC2(C)C)cc1. RXN SMILES: [C:1]([CH:2]([CH3:3])[CH3:4])(=[O:5])[NH:6][c:7]1[cH:8][cH:9][c:10]([CH:13]2[NH:14][c:15]3[cH:16][cH:17][c:18]([C:25](=[O:26])[O:27][CH3:28])[cH:19][c:20]3[CH2:21][C:22]2([CH3:23])[CH3:24])[cH:11][cH:12]1.[CH3:31][OH:32].[Na+:30].[OH-:29].[OH2:33]>>[C:1]([CH:2]([CH3:3])[CH3:4])(=[O:5])[NH:6][c:7]1[cH:8][cH:9][c:10]([CH:13]2[NH:14][c:15]3[cH:16][cH:17][c:18]([C:25](=[O:26])[OH:27])[cH:19][c:20]3[CH2:21][C:22]2([CH3:23])[CH3:24])[cH:11][cH:12]1.